From a dataset of the Open Reaction Database (ORD), a public repository of structured organic reaction records. describe an organic reaction: reactants, conditions, products, and yield Reactants: O=c1[nH]c2cc(F)c(F)cc2[nH]c1=O, [K+], O=[N+]([O-])[O-], O=C(O)C(F)(F)F. Product: O=c1[nH]c2cc(F)c(F)c([N+](=O)[O-])c2[nH]c1=O. Reaction SMILES: [F:1][c:2]1[cH:3][c:4]2[nH:5][c:6](=[O:14])[c:7](=[O:13])[nH:8][c:9]2[cH:10][c:11]1[F:12].[K+:19].[N+:15](=[O:16])([O-:17])[O-:18].[OH:20][C:21]([C:22]([F:23])([F:24])[F:25])=[O:26]>>[F:1][c:2]1[cH:3][c:4]2[nH:5][c:6](=[O:14])[c:7](=[O:13])[nH:8][c:9]2[c:10]([N+:15](=[O:16])[O-:17])[c:11]1[F:12].